This data is from the Open Reaction Database (ORD), a public repository of structured organic reaction records. The task is: describe an organic reaction: reactants, conditions, products, and yield Starting materials: [C@H]12[C@H](NC[C@@H]2C1)CNC(=O)C=1C=CC=C2C1C=CO2 (benzofuran-4-carboxylic acid[(1S,2S,5R)-1-(3-aza-bicyclo[3.1.0]hex-2-yl)methyl]-amide), CC=1SC(=C(N1)C(=O)O)C1=CC=C(C=C1)C (2-methyl-5-p-tolyl-thiazole-4-carboxylic acid). Product: CC=1SC(=C(N1)C(=O)N1[C@@H]([C@H]2C[C@H]2C1)CNC(=O)C=1C=CC=C2C1C=CO2)C2=CC=C(C=C2)C (Benzofuran-4-carboxylic acid[(1S,2S,5R)-3-(2-methyl-5-p-tolyl-thiazole-4-carbonyl)-3-aza-bicyclo[3.1.0]hex-2-ylmethyl]-amide). As a reaction SMILES: [C@H:1]12[CH2:6][C@H:5]1[CH2:4][NH:3][C@@H:2]2[CH2:7][NH:8][C:9]([C:11]1[CH:12]=[CH:13][CH:14]=[C:15]2[O:19][CH:18]=[CH:17][C:16]=12)=[O:10].[CH3:20][C:21]1[S:22][C:23]([C:29]2[CH:34]=[CH:33][C:32]([CH3:35])=[CH:31][CH:30]=2)=[C:24]([C:26](O)=[O:27])[N:25]=1>>[CH3:20][C:21]1[S:22][C:23]([C:29]2[CH:34]=[CH:33][C:32]([CH3:35])=[CH:31][CH:30]=2)=[C:24]([C:26]([N:3]2[CH2:4][C@H:5]3[C@H:1]([CH2:6]3)[C@H:2]2[CH2:7][NH:8][C:9]([C:11]2[CH:12]=[CH:13][CH:14]=[C:15]3[O:19][CH:18]=[CH:17][C:16]=23)=[O:10])=[O:27])[N:25]=1. Reported procedure: prepared by reaction of benzofuran-4-carboxylic acid[(1S,2S,5R)-1-(3-aza-bicyclo[3.1.0]hex-2-yl)methyl]-amide with 2-methyl-5-p-tolyl-thiazole-4-carboxylic acid. LC-MS (basic): tR=0.89 min; [M+H]+=472.1.